From a dataset of the Open Reaction Database (ORD), a public repository of structured organic reaction records. describe an organic reaction: reactants, conditions, products, and yield Procedure details: A mixture of compound 8 (10.40 g, 0.04 mol), sodium hydroxide (11.67 g, 0.208 mol), water (23 ml) and ethanol (225 ml) was heated under reflux for 2 h. The solution was allowed to cool, to room temperature, and then acidified with dilute hydrochloric acid. The solvent was removed to leave a white solid which was dissolved in ether and washed successively with saturated sodium hydrogen carbonate solution (until no more effervescense was observed) and water. After drying the ether (MgSO4), the sol... The solvent is C(C)O (ethanol), CCOCC (ether). As a reaction SMILES: [CH3:1][C@@H:2]([CH2:16][CH3:17])[CH2:3][O:4][C:5]1[CH:15]=[CH:14][C:8]([C:9]([O:11]CC)=[O:10])=[CH:7][CH:6]=1.[OH-].[Na+].O.Cl>CCOCC.C(O)C>[CH3:1][C@@H:2]([CH2:16][CH3:17])[CH2:3][O:4][C:5]1[CH:15]=[CH:14][C:8]([C:9]([OH:11])=[O:10])=[CH:7][CH:6]=1 |f:1.2|. Starting materials: Cl (hydrochloric acid), C[C@H](COC1=CC=C(C(=O)OCC)C=C1)CC ((S)-(+)-Ethyl 4-(2-methylbutyloxy)benzoate), [OH-].[Na+] (sodium hydroxide), O (water). Product: C[C@H](COC1=CC=C(C(=O)O)C=C1)CC ((S)-(+)-4-(2-Methylbutyloxy)benzoic acid). The reactants are CC1=C(N2[C@@H]([C@@H](C2=O)NC(=O)[C@@H](C=3C=CC(=CC3)O)N)SC1)C(=O)O.CN1C(CCC1)=O (Cefadroxil 1-methyl-2-pyrrolidone). The solvent is C(C)(C)O (isopropyl alcohol), CO (methanol). Conditions: temperature 10 celsius. Product: CC1=C(N2[C@@H]([C@@H](C2=O)NC(=O)[C@@H](C3=CC=C(C=C3)O)N)SC1)C(=O)O.CC1=C(N2[C@@H]([C@@H](C2=O)NC(=O)[C@@H](C3=CC=C(C=C3)O)N)SC1)C(=O)O.O (Cefadroxil hemihydrate). As a reaction SMILES: [CH3:1][C:2]1[CH2:22][S:21][C@@H:5]2[C@H:6]([NH:9][C:10]([C@H:12]([NH2:20])[C:13]3[CH:14]=[CH:15][C:16]([OH:19])=[CH:17][CH:18]=3)=[O:11])[C:7](=[O:8])[N:4]2[C:3]=1[C:23]([OH:25])=[O:24].CN1CCCC1=[O:32]>C(O)(C)C.CO>[CH3:1][C:2]1[CH2:22][S:21][C@@H:5]2[C@H:6]([NH:9][C:10]([C@H:12]([NH2:20])[C:13]3[CH:18]=[CH:17][C:16]([OH:19])=[CH:15][CH:14]=3)=[O:11])[C:7](=[O:8])[N:4]2[C:3]=1[C:23]([OH:25])=[O:24].[CH3:1][C:2]1[CH2:22][S:21][C@@H:5]2[C@H:6]([NH:9][C:10]([C@H:12]([NH2:20])[C:13]3[CH:18]=[CH:17][C:16]([OH:19])=[CH:15][CH:14]=3)=[O:11])[C:7](=[O:8])[N:4]2[C:3]=1[C:23]([OH:25])=[O:24].[OH2:32] |f:0.1,4.5.6|. Procedure: Cefadroxil 1-methyl-2-pyrrolidone solvate (30 g) was slurried in a mixture of 110 ml isopropyl alcohol and 40 ml of methanol kept at 45°-48° C. for 100'. After cooling to 10° C. the mixture was filtered, the product washed with acetone and dried at 40° C.